From a dataset of the Open Reaction Database (ORD), a public repository of structured organic reaction records. describe an organic reaction: reactants, conditions, products, and yield Starting materials: C1=CC=CC2=NC3=CC=CC=C3N=C12 (phenazine), [N+](=O)([O-])C1=CC=CC=C1 (nitrobenzene), COS(=O)(=O)OC (dimethylsulphate). Conditions: temperature 100 celsius, time 48 hour. The product is COS(=O)(=O)[O-].CC=1C=CC=C2[NH+]=C3C=CC=CC3=NC12 (9-methylphenazinium methylsulphate). The yield is 67.0%. Reaction SMILES: [CH:1]1[C:14]2[C:5](=[N:6][C:7]3[C:12]([N:13]=2)=[CH:11][CH:10]=[CH:9][CH:8]=3)[CH:4]=[CH:3][CH:2]=1.[N+]([C:18]1C=CC=CC=1)([O-])=O.[CH3:24][O:25][S:26]([O:29]C)(=[O:28])=[O:27]>>[CH3:24][O:25][S:26]([O-:29])(=[O:28])=[O:27].[CH3:18][C:11]1[CH:10]=[CH:9][CH:8]=[C:7]2[C:12]=1[N:13]=[C:14]1[C:5]([CH:4]=[CH:3][CH:2]=[CH:1]1)=[NH+:6]2 |f:3.4|. Procedure: 1.76 g (0.011 mol) of phenazine and 33.5 ml of dry nitrobenzene are heated to boiling, cooled to 100° C., added with 12.2 g (0.011 mol) of freshly distilled dimethylsulphate and heated for 7 minutes at the temperature of 100° C. Then the reaction mixture is cooled with ice and allowed to stand for 48 hours at the temperature of 4° C. in a refrigerator. The formed precipitate is filtered off, washed with 30 ml of ethyl ether and recrystallized from 15 ml of ethanol. 2.0 g of 9-methylphenazinium m... The product is Cl.N12CCN(C(CC1)CC2)C2=CC=C(C=C2)NC(C2=CC=CC=C2)=O (N-[4-(1,4-Diaza-bicyclo[3.2.2]non-4-yl)-phenyl]-benzamide hydrochloric acid salt). Procedure details: 4-(1,4-Diaza-bicyclo[3.2.2]non-4-yl)-phenylamine (0.76 g, 3.5 mmol), benzoyl chloride (0.41 g, 3.5 mmol) and dichloromethane (33 ml) was stirred at room temperature for 17 hours. The mixture was evaporated and triturated with diethyl ether (50 ml). The crystals were recrystallised from methanol (40 ml). The hydrochloric acid salt was isolated. Yield 0.54 g (44%). Mp. 260° C. (decomp.). Run in ClCCl (dichloromethane). Reaction SMILES: [N:1]12[CH2:9][CH2:8][CH:5]([CH2:6][CH2:7]1)[N:4]([C:10]1[CH:15]=[CH:14][C:13]([NH2:16])=[CH:12][CH:11]=1)[CH2:3][CH2:2]2.[C:17]([Cl:25])(=[O:24])[C:18]1[CH:23]=[CH:22][CH:21]=[CH:20][CH:19]=1>ClCCl>[ClH:25].[N:1]12[CH2:9][CH2:8][CH:5]([CH2:6][CH2:7]1)[N:4]([C:10]1[CH:15]=[CH:14][C:13]([NH:16][C:17](=[O:24])[C:18]3[CH:23]=[CH:22][CH:21]=[CH:20][CH:19]=3)=[CH:12][CH:11]=1)[CH2:3][CH2:2]2 |f:3.4|. Reactants: N12CCN(C(CC1)CC2)C2=CC=C(C=C2)N (4-(1,4-Diaza-bicyclo[3.2.2]non-4-yl)-phenylamine), C(C1=CC=CC=C1)(=O)Cl (benzoyl chloride). Starting materials: C(C)(C)(C)OC(=O)NCC(=O)N[C@@H](CC1=CC(=NC=C1)OC)C(=O)OCC (ethyl N-(tert-butoxycarbonyl)glycyl-3-(2-methoxy-4-pyridinyl)alaninate), FC(C(=O)O)(F)F (trifluoroacetic acid). The solvent is C(Cl)Cl (DCM). Conditions: temperature 0 celsius, time 2 hour. Yields the product NCC(=O)N[C@@H](CC1=CC(=NC=C1)OC)C(=O)OCC (ethyl glycyl-3-(2-methoxy-4-pyridinyl)alaninate). As a reaction SMILES: C(OC([NH:8][CH2:9][C:10]([NH:12][C@H:13]([C:23]([O:25][CH2:26][CH3:27])=[O:24])[CH2:14][C:15]1[CH:20]=[CH:19][N:18]=[C:17]([O:21][CH3:22])[CH:16]=1)=[O:11])=O)(C)(C)C.FC(F)(F)C(O)=O>C(Cl)Cl>[NH2:8][CH2:9][C:10]([NH:12][C@H:13]([C:23]([O:25][CH2:26][CH3:27])=[O:24])[CH2:14][C:15]1[CH:20]=[CH:19][N:18]=[C:17]([O:21][CH3:22])[CH:16]=1)=[O:11]. Procedure: To a 100-mL round-bottomed flask was added ethyl N-(tert-butoxycarbonyl)glycyl-3-(2-methoxy-4-pyridinyl)alaninate (2.3 g, 6.03 mmol) and trifluoroacetic acid (8 mL, 108 mmol) in DCM (8 mL). The reaction mixture was stirred at 0° C. for 2 h. The solvent was removed in vacuo to give crude ethyl glycyl-3-(2-methoxy-4-pyridinyl)alaninate as a colorless tar, which was used without further purification. Starting materials: Cl.CN(CCCN=C=NCC)C (1-(3-Dimethylaminopropyl)-3-ethylcarbodiimide hydrochloride), ON1N=NC2=C1C=CC=C2 (1-hydroxybenzotriazole), NC1=C(C(=O)NC2=NC=C(C=C2)Cl)C=CC=C1O (2-amino-N-(5-chloro-2-pyridinyl)-3-hydroxybenzamide), CN1C=C(C(C=C1)=O)C1=CC=C(C(=O)O)C=C1 (4-(1-methyl-4-oxo-1,4-dihydropyridin-3-yl)benzoic acid). Solvent: O (water), CN(C=O)C (N,N-dimethylformamide), C(C)N(CC)CC (triethylamine). Conditions: time 14 hour. Product: Cl.ClC=1C=CC(=NC1)NC(C1=C(C(=CC=C1)O)NC(C1=CC=C(C=C1)C1=CN(C=CC1=O)C)=O)=O (N-(5-chloropyridin-2-yl)-3-hydroxy-2-{[4-(1-methyl-4-oxo-1,4-dihydropyridin-3-yl)benzoyl]amino}benzamide hydrochloride). The yield is 104.8%. As a reaction SMILES: Cl.CN(C)CCCN=C=NCC.ON1C2C=CC=CC=2N=N1.[NH2:23][C:24]1[C:39]([OH:40])=[CH:38][CH:37]=[CH:36][C:25]=1[C:26]([NH:28][C:29]1[CH:34]=[CH:33][C:32]([Cl:35])=[CH:31][N:30]=1)=[O:27].[CH3:41][N:42]1[CH:47]=[CH:46][C:45](=[O:48])[C:44]([C:49]2[CH:57]=[CH:56][C:52]([C:53](O)=[O:54])=[CH:51][CH:50]=2)=[CH:43]1>O.CN(C)C=O.C(N(CC)CC)C>[ClH:35].[Cl:35][C:32]1[CH:33]=[CH:34][C:29]([NH:28][C:26](=[O:27])[C:25]2[CH:36]=[CH:37][CH:38]=[C:39]([OH:40])[C:24]=2[NH:23][C:53](=[O:54])[C:52]2[CH:51]=[CH:50][C:49]([C:44]3[C:45](=[O:48])[CH:46]=[CH:47][N:42]([CH3:41])[CH:43]=3)=[CH:57][CH:56]=2)=[N:30][CH:31]=1 |f:0.1,8.9|. Procedure: 1-(3-Dimethylaminopropyl)-3-ethylcarbodiimide hydrochloride (72 mg), 1-hydroxybenzotriazole (62 mg), triethylamine (64 μl) and 2-amino-N-(5-chloro-2-pyridinyl)-3-hydroxybenzamide (121 mg) were added to an N,N-dimethylformamide solution (3 ml) of 4-(1-methyl-4-oxo-1,4-dihydropyridin-3-yl)benzoic acid (88 mg), followed by stirring at room temperature for 14 hours. After this, water (30 ml) was added to the reaction solution, and the precipitated insoluble solid was collected by filtration. The res... The reactants are C(C)(C)(C)OC(CNC1CC2=CC=CC=C2C1)=O (N-(indan-2-yl)glycine tert-butyl ester), C(C)(C)(C)OC(=O)N[C@@H](CCCCNC(=O)OCC1=CC=CC=C1)C(=O)O (Nα -tert-butoxycarbonyl-Nε -carbobenzoxy-L-lysine). Procedure: By reacting 8.2 g of N-(indan-2-yl)glycine tert-butyl ester with 13 g of Nα -tert-butoxycarbonyl-Nε -carbobenzoxy-L-lysine as in Reference Example 5, there is obtained 14 g of Nα -tert-butoxycarbonyl-Nε -carbobenzoxy-L-lysyl-N-(indan-2-yl)glycine tert-butyl ester as a colorless oil. Reaction SMILES: [C:1]([O:5][C:6](=[O:18])[CH2:7][NH:8][CH:9]1[CH2:17][C:16]2[C:11](=[CH:12][CH:13]=[CH:14][CH:15]=2)[CH2:10]1)([CH3:4])([CH3:3])[CH3:2].[C:19]([O:23][C:24]([NH:26][C@H:27]([C:43](O)=[O:44])[CH2:28][CH2:29][CH2:30][CH2:31][NH:32][C:33]([O:35][CH2:36][C:37]1[CH:42]=[CH:41][CH:40]=[CH:39][CH:38]=1)=[O:34])=[O:25])([CH3:22])([CH3:21])[CH3:20]>>[C:1]([O:5][C:6](=[O:18])[CH2:7][N:8]([C:43](=[O:44])[C@H:27]([CH2:28][CH2:29][CH2:30][CH2:31][NH:32][C:33]([O:35][CH2:36][C:37]1[CH:38]=[CH:39][CH:40]=[CH:41][CH:42]=1)=[O:34])[NH:26][C:24]([O:23][C:19]([CH3:22])([CH3:20])[CH3:21])=[O:25])[CH:9]1[CH2:10][C:11]2[C:16](=[CH:15][CH:14]=[CH:13][CH:12]=2)[CH2:17]1)([CH3:4])([CH3:2])[CH3:3]. Yields the product C(C)(C)(C)OC(CN(C1CC2=CC=CC=C2C1)C([C@@H](NC(=O)OC(C)(C)C)CCCCNC(=O)OCC1=CC=CC=C1)=O)=O (Nα -tert-butoxycarbonyl-Nε -carbobenzoxy-L-lysyl-N-(indan-2-yl)glycine tert-butyl ester). Yield: 69.3%. Reactants: COC(=O)c1ccc(-c2cc(OC)c(Nc3cc(Br)c(Cl)cn3)cc2C)cc1, C1CCOC1, CC(C)(C)[O-], CC(C)S(=O)(=O)c1ccccc1N, CCCc1cc(CCC)c(-c2ccccc2P(C2CCCCC2)C2CCCCC2)c(CCC)c1, [Na+], O=C(C=Cc1ccccc1)C=Cc1ccccc1, O=C(C=Cc1ccccc1)C=Cc1ccccc1, O=C(C=Cc1ccccc1)C=Cc1ccccc1, [Pd], [Pd]. The product is COC(=O)c1ccc(-c2cc(OC)c(Nc3cc(Nc4ccccc4S(=O)(=O)C(C)C)c(Cl)cn3)cc2C)cc1. RXN SMILES: [Br:1][c:2]1[cH:3][c:4]([NH:9][c:10]2[cH:11][c:12]([CH3:28])[c:13](-[c:18]3[cH:19][cH:20][c:21]([C:24](=[O:25])[O:26][CH3:27])[cH:22][cH:23]3)[cH:14][c:15]2[O:16][CH3:17])[n:5][cH:6][c:7]1[Cl:8].[CH2:138]1[O:139][CH2:140][CH2:141][CH2:142]1.[CH3:76][C:77]([CH3:78])([O-:79])[CH3:80].[CH:29]([CH3:30])([CH3:31])[S:32](=[O:33])(=[O:34])[c:35]1[c:36]([NH2:37])[cH:38][cH:39][cH:40][cH:41]1.[CH:42]1([P:43]([CH:44]2[CH2:45][CH2:46][CH2:47][CH2:48][CH2:49]2)[c:50]2[cH:51][cH:52][cH:53][cH:54][c:55]2-[c:56]2[c:57]([CH2:58][CH2:59][CH3:60])[cH:61][c:62]([CH2:63][CH2:64][CH3:65])[cH:66][c:67]2[CH2:68][CH2:69][CH3:70])[CH2:71][CH2:72][CH2:73][CH2:74][CH2:75]1.[Na+:81].[O:102]=[C:103]([CH:104]=[CH:105][c:106]1[cH:107][cH:108][cH:109][cH:110][cH:111]1)[CH:112]=[CH:113][c:114]1[cH:115][cH:116][cH:117][cH:118][cH:119]1.[O:120]=[C:121]([CH:122]=[CH:123][c:124]1[cH:125][cH:126][cH:127][cH:128][cH:129]1)[CH:130]=[CH:131][c:132]1[cH:133][cH:134][cH:135][cH:136][cH:137]1.[O:84]=[C:85]([CH:86]=[CH:87][c:88]1[cH:89][cH:90][cH:91][cH:92][cH:93]1)[CH:94]=[CH:95][c:96]1[cH:97][cH:98][cH:99][cH:100][cH:101]1.[Pd:82].[Pd:83]>>[c:2]1([NH:37][c:36]2[c:35]([S:32]([CH:29]([CH3:30])[CH3:31])(=[O:33])=[O:34])[cH:41][cH:40][cH:39][cH:38]2)[cH:3][c:4]([NH:9][c:10]2[cH:11][c:12]([CH3:28])[c:13](-[c:18]3[cH:19][cH:20][c:21]([C:24](=[O:25])[O:26][CH3:27])[cH:22][cH:23]3)[cH:14][c:15]2[O:16][CH3:17])[n:5][cH:6][c:7]1[Cl:8].